This data is from the Open Reaction Database (ORD), a public repository of structured organic reaction records. The task is: describe an organic reaction: reactants, conditions, products, and yield The solvent is CCOC(=O)C (AcOEt), CCOC(=O)C (AcOEt). The reactants are COC(C1=CC(=CC=C1)C=1N=C(SC1C)CO)=O (3-(2-hydroxymethyl-5-methyl-thiazol-4-yl)-benzoic acid methyl ester), O1CCCC=C1 (dihydropyrane), O.C1(=CC=C(C=C1)S(=O)(=O)O)C (p-toluenesulfonic acid hydrate). RXN SMILES: [CH3:1][O:2][C:3](=[O:18])[C:4]1[CH:9]=[CH:8][CH:7]=[C:6]([C:10]2[N:11]=[C:12]([CH2:16][OH:17])SC=2C)[CH:5]=1.[O:19]1[CH:24]=[CH:23][CH2:22][CH2:21][CH2:20]1.O.[C:26]1(C)C=C[C:29]([S:32](O)(=O)=O)=[CH:28][CH:27]=1>CCOC(C)=O>[CH3:1][O:2][C:3](=[O:18])[C:4]1[CH:9]=[CH:8][CH:7]=[C:6]([C:10]2[S:32][C:29]([CH2:28][CH2:27][CH3:26])=[C:12]([CH2:16][O:17][CH:24]3[CH2:23][CH2:22][CH2:21][CH2:20][O:19]3)[N:11]=2)[CH:5]=1 |f:2.3|. Procedure: 3-(2-hydroxymethyl-5-methyl-thiazol-4-yl)-benzoic acid methyl ester (0.38 g), dihydropyrane (0.73 mL) and p-toluenesulfonic acid hydrate (0.07 g) in AcOEt (10 mL) was stirred at 20° C. for 1 h. The solution was diluted with AcOEt, washed with 5% NaHCO3 solution and brine, dried and evaporated. The residual oil was purified by chromatography on silica gel using AcOEt/hexane (1:3) as eluent to give 3-[5-propyl-4-(tetrahydro-pyran-2-yloxymethyl)-thiazol-2-yl]-benzoic acid methyl ester (0.36 g) as a... Yields the product COC(C1=CC(=CC=C1)C=1SC(=C(N1)COC1OCCCC1)CCC)=O (3-[5-propyl-4-(tetrahydro-pyran-2-yloxymethyl)-thiazol-2-yl]-benzoic acid methyl ester). Reactants: BrC1=C(C=C(C=C1F)C1OCC(CO1)C1CCC(CC1)CCC)F (2-(4'-bromo-3',5'-difluorophenyl)-5-(4'-propylcyclohexyl)-1,3-dioxane), CuCN2, CN1CCCC1=O (NMP), ice water. The product is C(#N)C1=C(C=C(C=C1F)[C@@H]1OC[C@H](CO1)[C@@H]1CC[C@H](CC1)CCC)F (trans-2-(4'-cyano-3',5'-difluorophenyl)-5-(trans-4'-propylcyclohexyl)-1,3-dioxane). Reaction SMILES: Br[C:2]1[C:7]([F:8])=[CH:6][C:5]([CH:9]2[O:14][CH2:13][CH:12]([CH:15]3[CH2:20][CH2:19][CH:18]([CH2:21][CH2:22][CH3:23])[CH2:17][CH2:16]3)[CH2:11][O:10]2)=[CH:4][C:3]=1[F:24].[CH3:25][N:26]1C(=O)CCC1>>[C:25]([C:2]1[C:7]([F:8])=[CH:6][C:5]([C@H:9]2[O:14][CH2:13][C@H:12]([C@H:15]3[CH2:20][CH2:19][C@H:18]([CH2:21][CH2:22][CH3:23])[CH2:17][CH2:16]3)[CH2:11][O:10]2)=[CH:4][C:3]=1[F:24])#[N:26]. Procedure details: 7.3 g (0.018 mol) of 2-(4'-bromo-3',5'-difluorophenyl)-5-(4'-propylcyclohexyl)-1,3-dioxane, 2.5 g (0.027 mol) of CuCN2 and 54 cm3 of NMP were refluxed for 2 hours with a mantle heater. After cooling the reactant to room temperature, 40 cm3 of EDA was added, it was poured into 50 cm3 of ice water, extracted with chloroform and washed with an aqueous EDA solution and water. The chloroform was removed, and the residue was dissolved in hexane and washed with water to remove the NMP. The hexane was r... The reactants are COC=1C=C(CN[C@@H](CC2=CC(=C(C=C2)OC)OC)C)C=CC1OC ((R)-N-(3,4-dimethoxybenzyl)-1-(3,4-dimethoxyphenyl)-prop-2-ylamine), ClC=1C=C(C=CC1)C(C(=O)O)Br (3-chlorophenylcarboxymethyl bromide), C([O-])([O-])=O.[Na+].[Na+] (sodium carbonate). Run in C(Cl)Cl (methylene chloride), O (water), C(Cl)Cl (methylene chloride). Product: Cl.COC=1C=C(CN(C(C(=O)O)C2=CC(=CC=C2)Cl)[C@@H](CC2=CC(=C(C=C2)OC)OC)C)C=CC1OC ((R)-N-(3,4-dimethoxybenzyl)-N-(3-chlorophenylcarboxymethyl)-1-(3,4-dimethoxyphenyl)-prop-2-ylamine hydrochloride). Reaction SMILES: [CH3:1][O:2][C:3]1[CH:4]=[C:5]([CH:21]=[CH:22][C:23]=1[O:24][CH3:25])[CH2:6][NH:7][C@H:8]([CH3:20])[CH2:9][C:10]1[CH:15]=[CH:14][C:13]([O:16][CH3:17])=[C:12]([O:18][CH3:19])[CH:11]=1.[Cl:26][C:27]1[CH:28]=[C:29]([CH:33](Br)[C:34]([OH:36])=[O:35])[CH:30]=[CH:31][CH:32]=1.C(=O)([O-])[O-].[Na+].[Na+]>C(Cl)Cl.O>[ClH:26].[CH3:1][O:2][C:3]1[CH:4]=[C:5]([CH:21]=[CH:22][C:23]=1[O:24][CH3:25])[CH2:6][N:7]([C@H:8]([CH3:20])[CH2:9][C:10]1[CH:15]=[CH:14][C:13]([O:16][CH3:17])=[C:12]([O:18][CH3:19])[CH:11]=1)[CH:33]([C:29]1[CH:30]=[CH:31][CH:32]=[C:27]([Cl:26])[CH:28]=1)[C:34]([OH:36])=[O:35] |f:2.3.4,7.8|. Procedure: A mixture of 5.3 g. of (R)-N-(3,4-dimethoxybenzyl)-1-(3,4-dimethoxyphenyl)-prop-2-ylamine, 3.94 g. of 3-chlorophenylcarboxymethyl bromide, and 4.9 g. of sodium carbonate in 50 mL of methylene chloride and 20 mL of water is stirred at room temperature for 16 hours. Upon completion of the reaction as determined by TLC and HPLC, the reaction mixture is diluted with methylene chloride, the aqueous layer is separated, and the organic layer is washed twice with 10% aqueous hydrochloric acid, dried ove... The reactants are CO, [Cl-], Cl, COc1ccc(C(=O)N2CCN(c3ccc([N+](=O)[O-])c(C=CC(=O)O)c3)CC2)cc1OC, [Na+], [OH-]. As a reaction SMILES: [CH3:37][OH:38].[Cl-:33].[ClH:36].[N+:1]([O-:2])(=[O:3])[c:4]1[c:5]([CH:6]=[CH:7][C:8](=[O:9])[OH:10])[cH:11][c:12]([N:15]2[CH2:16][CH2:17][N:18]([C:21]([c:22]3[cH:23][c:24]([O:30][CH3:31])[c:25]([O:28][CH3:29])[cH:26][cH:27]3)=[O:32])[CH2:19][CH2:20]2)[cH:13][cH:14]1.[Na+:35].[OH-:34]>>[NH2:1][c:4]1[c:5]([CH:6]=[CH:7][C:8](=[O:9])[OH:10])[cH:11][c:12]([N:15]2[CH2:16][CH2:17][N:18]([C:21]([c:22]3[cH:23][c:24]([O:30][CH3:31])[c:25]([O:28][CH3:29])[cH:26][cH:27]3)=[O:32])[CH2:19][CH2:20]2)[cH:13][cH:14]1. Product: COc1ccc(C(=O)N2CCN(c3ccc(N)c(C=CC(=O)O)c3)CC2)cc1OC. Reactants: [BH3-]C#N, CO, NCC(O)c1cccc(Cl)c1, [Na+], COC(=O)CCc1ccc(OCC(C)=O)cc1, c1ccccc1. Product: COC(=O)CCc1ccc(OCC(C)NCC(O)c2cccc(Cl)c2)cc1. As a reaction SMILES: [C:35]([BH3-:36])#[N:37].[CH3:39][OH:40].[NH2:1][CH2:2][CH:3]([OH:4])[c:5]1[cH:6][c:7]([Cl:11])[cH:8][cH:9][cH:10]1.[Na+:38].[O:12]=[C:13]([CH2:14][O:15][c:16]1[cH:17][cH:18][c:19]([CH2:22][CH2:23][C:24](=[O:25])[O:26][CH3:27])[cH:20][cH:21]1)[CH3:28].[cH:29]1[cH:30][cH:31][cH:32][cH:33][cH:34]1>>[NH:1]([CH2:2][CH:3]([OH:4])[c:5]1[cH:6][c:7]([Cl:11])[cH:8][cH:9][cH:10]1)[CH:13]([CH2:14][O:15][c:16]1[cH:17][cH:18][c:19]([CH2:22][CH2:23][C:24](=[O:25])[O:26][CH3:27])[cH:20][cH:21]1)[CH3:28].